From a dataset of the Open Reaction Database (ORD), a public repository of structured organic reaction records. describe an organic reaction: reactants, conditions, products, and yield Reactants: CN(C1=N[C@@H]2[C@H]3OC(O[C@@H]3[C@H](O[C@@H]2S1)CO)(C)C)C ([(1R,2R,6R,8R,9S)-4-(dimethylamino)-11,11-dimethyl-7,10,12-trioxa-5-thia-3-azatricyclo[7.3.0.0{2,6}]dodec-3-en-8-yl]methanol), C([O-])(O)=O.[K+] (potassium bicarbonate), BrN1C(CCC1=O)=O (N-bromosuccinimide). The reagents and catalysts are [Br-].C(CCC)[N+](CCCC)(CCCC)CCCC (tetrabutylammonium bromide). Run in ClCCl (dichloromethane), O (water). Conditions: time 30 minute. Product: CN(C1=N[C@@H]2[C@H]3OC(O[C@@H]3[C@H](O[C@@H]2S1)C=O)(C)C)C ((1R,2R,6R,8S,9S)-4-(dimethylamino)-11,11-dimethyl-7,10,12-trioxa-5-thia-3-azatricyclo[7.3.0.0{2,6}]dodec-3-ene-8-carbaldehyde). Isolated yield 61.6%. RXN SMILES: [CH3:1][N:2]([CH3:19])[C:3]1[S:14][C@@H:13]2[C@@H:5]([C@@H:6]3[C@@H:10]([C@@H:11]([CH2:15][OH:16])[O:12]2)[O:9][C:8]([CH3:18])([CH3:17])[O:7]3)[N:4]=1.C(=O)(O)[O-].[K+].BrN1C(=O)CCC1=O>ClCCl.O.[Br-].C([N+](CCCC)(CCCC)CCCC)CCC>[CH3:1][N:2]([CH3:19])[C:3]1[S:14][C@@H:13]2[C@@H:5]([C@@H:6]3[C@@H:10]([C@@H:11]([CH:15]=[O:16])[O:12]2)[O:9][C:8]([CH3:17])([CH3:18])[O:7]3)[N:4]=1 |f:1.2,6.7|. Procedure details: To a solution of 156 (500 mg, 1.7 mmol) in dichloromethane (20 mL) and water (5 mL) was added 2,2,6,6-tetramethylpiperidinooxy (13 mg, 0.08 mmol), tetrabutylammonium bromide (27 mg, 0.08 mmol), potassium bicarbonate (788 mg, 7.9 mmol) and N-bromosuccinimide (342 mg, 1.9 mmol). The resulting solution was stirred for 30 minutes at room temperature, before the reaction was quenched by the addition of saturated aqueous sodium sulfite solution (10 mL), which was then extracted with dichloromethane (2... Reactants: Br, O=N[O-], CCOC(=O)CCc1scc(-c2ccc(N)cc2)c1-c1ccc(C#N)cc1C, [Na+], O. Yields the product CCOC(=O)CCc1scc(-c2ccc(Br)cc2)c1-c1ccc(C#N)cc1C. Reaction SMILES: [BrH:29].[N:30]([O-:31])=[O:32].[NH2:1][c:2]1[cH:3][cH:4][c:5](-[c:8]2[c:9](-[c:20]3[c:21]([CH3:28])[cH:22][c:23]([C:26]#[N:27])[cH:24][cH:25]3)[c:10]([CH2:13][CH2:14][C:15](=[O:16])[O:17][CH2:18][CH3:19])[s:11][cH:12]2)[cH:6][cH:7]1.[Na+:33].[OH2:34]>>[c:2]1([Br:29])[cH:3][cH:4][c:5](-[c:8]2[c:9](-[c:20]3[c:21]([CH3:28])[cH:22][c:23]([C:26]#[N:27])[cH:24][cH:25]3)[c:10]([CH2:13][CH2:14][C:15](=[O:16])[O:17][CH2:18][CH3:19])[s:11][cH:12]2)[cH:6][cH:7]1. The reactants are ClCCl, CCOCC, O=[Cr](=O)([O-])Cl, CCOC(=O)C1CC(O)CCN1C(=O)OC(C)(C)C, c1cc[nH+]cc1. Product: CCOC(=O)C1CC(=O)CCN1C(=O)OC(C)(C)C. Reaction SMILES: [CH2:36]([Cl:37])[Cl:38].[CH3:31][CH2:32][O:33][CH2:34][CH3:35].[O:1]=[Cr:2]([Cl:3])([O-:4])=[O:5].[OH:12][CH:13]1[CH2:14][CH:15]([C:26](=[O:27])[O:28][CH2:29][CH3:30])[N:16]([C:19](=[O:20])[O:21][C:22]([CH3:23])([CH3:24])[CH3:25])[CH2:17][CH2:18]1.[nH+:6]1[cH:7][cH:8][cH:9][cH:10][cH:11]1>>[O:12]=[C:13]1[CH2:14][CH:15]([C:26](=[O:27])[O:28][CH2:29][CH3:30])[N:16]([C:19](=[O:20])[O:21][C:22]([CH3:23])([CH3:24])[CH3:25])[CH2:17][CH2:18]1. Starting materials: Cl.C(C)N(C(C)=O)C1=NN2C(CN1)=C(N=C2CCC)C (N-Ethyl-N-(3,4-Dihydro-5-methyl-7-propylimidazo[5,1-f]-as-triazin-2-yl)acetamide, hydrochloride), [H-].[Al+3].[Li+].[H-].[H-].[H-] (lithium aluminium hydride), [OH-].[Na+] (sodium hydroxide), O (Water), O (water). The reagents and catalysts are [Pd] (palladium on charcoal). Solvent: COCCOCCOC (dimethyl digol), diethyl digol, CC=1C=CC(=CC1)C(C)C (p-cymene). Product: Cl.C(C)N(C1=NN2C(C=N1)=C(N=C2CCC)C)CC (2-Diethylamino-5-methyl-7-propylimidazo[5,1-f]-as-triazine, hydrochloride). Reaction SMILES: [ClH:1].[CH2:2]([N:4]([C:8]1[NH:13][CH2:12][C:11]2=[C:14]([CH3:20])[N:15]=[C:16]([CH2:17][CH2:18][CH3:19])[N:10]2[N:9]=1)[C:5](=O)[CH3:6])[CH3:3].[H-].[Al+3].[Li+].[H-].[H-].[H-].O.[OH-].[Na+]>COCCOCCOC.[Pd].CC1C=CC(C(C)C)=CC=1>[ClH:1].[CH2:5]([N:4]([CH2:2][CH3:3])[C:8]1[N:13]=[CH:12][C:11]2=[C:14]([CH3:20])[N:15]=[C:16]([CH2:17][CH2:18][CH3:19])[N:10]2[N:9]=1)[CH3:6] |f:0.1,2.3.4.5.6.7,9.10,14.15|. Reported procedure: N-Ethyl-N-(3,4-dihydro-5-methyl-7-propylimidazo [5,1-f]-as-triazin-2-yl)acetamide, hydrochloride (Example 7) (4.1 g.) and lithium aluminium hydride (3.3 g.) in a mixture of dimethyl digol (130 ml.) and diethyl digol (150 ml.) were heated under reflux for 24 hours and cooled. Water (3.37 ml.) was added followed by aqueous sodium hydroxide (3.3 ml.) and water (9.8 ml.). The solid was filtered off and the filtrate was evaporated. The residue was chromatographed on active alumina (300 g.) using ethy... Starting materials: Cl, O, O=C(O)CCl, Oc1cc(-c2ccccc2)nc(S)n1. Yields the product Oc1cc(-c2ccccc2)nc(O)n1. RXN SMILES: [ClH:20].[OH2:21].[OH:15][C:16]([CH2:17][Cl:18])=[O:19].[SH:1][c:2]1[n:3][c:4](-[c:9]2[cH:10][cH:11][cH:12][cH:13][cH:14]2)[cH:5][c:6]([OH:8])[n:7]1>>[c:2]1([OH:15])[n:3][c:4](-[c:9]2[cH:10][cH:11][cH:12][cH:13][cH:14]2)[cH:5][c:6]([OH:8])[n:7]1.